From a dataset of the Open Reaction Database (ORD), a public repository of structured organic reaction records. describe an organic reaction: reactants, conditions, products, and yield Reactants: CO, COC(=O)c1ccc(SC(C(C)c2ccccc2OC)n2ccnc2)cc1, [Na+], [OH-]. Yields the product COc1ccccc1C(C)C(Sc1ccc(C(=O)O)cc1)n1ccnc1. RXN SMILES: [CH3:30][OH:31].[CH3:3][O:4][c:5]1[c:6]([CH:11]([CH:12]([n:13]2[cH:14][n:15][cH:16][cH:17]2)[S:18][c:19]2[cH:20][cH:21][c:22]([C:23](=[O:24])[O:25][CH3:26])[cH:27][cH:28]2)[CH3:29])[cH:7][cH:8][cH:9][cH:10]1.[Na+:2].[OH-:1]>>[CH3:3][O:4][c:5]1[c:6]([CH:11]([CH:12]([n:13]2[cH:14][n:15][cH:16][cH:17]2)[S:18][c:19]2[cH:20][cH:21][c:22]([C:23](=[O:24])[OH:25])[cH:27][cH:28]2)[CH3:29])[cH:7][cH:8][cH:9][cH:10]1.